From a dataset of the Open Reaction Database (ORD), a public repository of structured organic reaction records. describe an organic reaction: reactants, conditions, products, and yield Starting materials: C[C@@H]1CNC[C@@H](O1)C (cis-2,6-dimethylmorpholine), C(C)(C)(C)C1=CC=C(C=C1)C=C(C=O)C (3-p-tertiary butylphenyl-2-methyl-prop-2-enal). The reagents and catalysts are [Pd] (Pd). Run in CO (methanol). Yields the product C(C)(C)(C)C1=CC=C(C=C1)CC(CN1C[C@H](O[C@H](C1)C)C)C (N-(3'-p-tertiary butylphenyl-2'-methyl-propyl)-cis-2,6-dimethylmorpholine). Isolated yield 94.0%. RXN SMILES: [CH3:1][C@H:2]1[O:7][C@@H:6]([CH3:8])[CH2:5][NH:4][CH2:3]1.[C:9]([C:13]1[CH:18]=[CH:17][C:16]([CH:19]=[C:20]([CH3:23])[CH:21]=O)=[CH:15][CH:14]=1)([CH3:12])([CH3:11])[CH3:10]>[Pd].CO>[C:9]([C:13]1[CH:14]=[CH:15][C:16]([CH2:19][CH:20]([CH3:23])[CH2:21][N:4]2[CH2:5][C@H:6]([CH3:8])[O:7][C@H:2]([CH3:1])[CH2:3]2)=[CH:17][CH:18]=1)([CH3:12])([CH3:11])[CH3:10]. Procedure: A mixture of 2,500 parts by volume of methanol, 366 parts of cis-2,6-dimethylmorpholine, 606 parts of 3-p-tertiary butylphenyl-2-methyl-prop-2-enal and 35 parts of catalyst, comprising 0.5% by weight of Pd, 5% by weight of Pr2O3, 1% by weight of Mn, remainder Al2O3, is hydrogenated stepwise, in a stirred autoclave of 5,000 parts by volume capacity, first at 50° C. under 50 bar hydrogen pressure, then at 90° C. under the same pressure and finally at 120° C. under the same pressure, until no furth... Reactants: Cl.COC1=C(C=CC=2[C@@H]3CNC[C@H]3CCC21)OC (trans-2,3,3a,4,5,9b-hexahydro-6,7-dimethoxy-1H-benz[e]isoindole hydrochloride), C(C)(=O)OC(C)=O (acetic anhydride). The solvent is N1=CC=CC=C1 (pyridine). Reaction conditions: time 0.75 hour. Product: C(C)(=O)N1C[C@H]2CCC3=C([C@@H]2C1)C=CC(=C3OC)OC (trans-2-Acetyl-2,3,3a,4,5,9b-hexahydro-6,7-dimethoxy-1H-benz[e]isoindole). The yield is 114.7%. As a reaction SMILES: Cl.[CH3:2][O:3][C:4]1[C:16]2[CH2:15][CH2:14][C@H:13]3[C@@H:9]([CH2:10][NH:11][CH2:12]3)[C:8]=2[CH:7]=[CH:6][C:5]=1[O:17][CH3:18].[C:19](OC(=O)C)(=[O:21])[CH3:20]>N1C=CC=CC=1>[C:19]([N:11]1[CH2:10][C@@H:9]2[C@H:13]([CH2:14][CH2:15][C:16]3[C:4]([O:3][CH3:2])=[C:5]([O:17][CH3:18])[CH:6]=[CH:7][C:8]=32)[CH2:12]1)(=[O:21])[CH3:20] |f:0.1|. Reported procedure: A solution of trans-2,3,3a,4,5,9b-hexahydro-6,7-dimethoxy-1H-benz[e]isoindole hydrochloride (0.50 g, 1.9 mmole) and dry pyridine (9.5 mL) was stirred under N2 at room temperature as acetic anhydride (0.26 mL, 2.8 mmole) was added dropwise. The reaction mixture was stirred at room temperature for 0.75 hr, then was evaporated (in-vacuo). 2-Methoxyethanol was added and evaporated. The residue was dissolved in CH2Cl2 and was washed with 1N HCl, 1N KOH, water, saturated aqueous NaCl, dried (MgSO4), f... Starting materials: BrCCCCOC=1C=C2C=CC(NC2=CC1)=O (6-(4-bromobutoxy)-carbostyril), BrC1=C(C=C(C=C1)Br)S (2,5-dibromothiophenol). Yields the product BrC1=C(C=C(C=C1)Br)SCCCCOC=1C=C2C=CC(NC2=CC1)=O (6-[4-(2,5-Dibromophenyl-mercapto)-butoxy]-carbostyril). As a reaction SMILES: Br[CH2:2][CH2:3][CH2:4][CH2:5][O:6][C:7]1[CH:8]=[C:9]2[C:14](=[CH:15][CH:16]=1)[NH:13][C:12](=[O:17])[CH:11]=[CH:10]2.[Br:18][C:19]1[CH:24]=[CH:23][C:22]([Br:25])=[CH:21][C:20]=1[SH:26]>>[Br:18][C:19]1[CH:24]=[CH:23][C:22]([Br:25])=[CH:21][C:20]=1[S:26][CH2:2][CH2:3][CH2:4][CH2:5][O:6][C:7]1[CH:8]=[C:9]2[C:14](=[CH:15][CH:16]=1)[NH:13][C:12](=[O:17])[CH:11]=[CH:10]2. Procedure details: Prepared analogous to Example 122 from 6-(4-bromobutoxy)-carbostyril (m.p.: 198°-199° C.) and 2,5-dibromothiophenol.